From a dataset of the Open Reaction Database (ORD), a public repository of structured organic reaction records. describe an organic reaction: reactants, conditions, products, and yield Reported procedure: To 2-((R)-1-amino-2-methyl-propyl)-3-benzyl-7-chloro-3H-quinazolin-4-one (5.0 g, 14.6 mMol) and K2CO3 (2.1 g, 15.2 mMol) in DMF (50 mL) was added N-(3-Bromo-2-oxopropyl)-phthalimide (4.5 g, 14.8 mMol) (Nair et al.; J. Org. Chem.; 40; 1975; 1745). The reaction was stirred at RT for 3 h, concentrated under vacuum, taken up in EtOAc, washed with water, brine, dried (Na2SO4) and evaporated to give the title compound (7.94 g, 14.6 mMol) as an off-white solid: MS (ES) m/e 543.2 (M+H)+. Starting materials: N[C@H](C(C)C)C1=NC2=CC(=CC=C2C(N1CC1=CC=CC=C1)=O)Cl (2-((R)-1-amino-2-methyl-propyl)-3-benzyl-7-chloro-3H-quinazolin-4-one), C(=O)([O-])[O-].[K+].[K+] (K2CO3), BrCC(CN1C(C=2C(C1=O)=CC=CC2)=O)=O (N-(3-Bromo-2-oxopropyl)-phthalimide). RXN SMILES: [NH2:1][C@@H:2]([C:6]1[N:15]([CH2:16][C:17]2[CH:22]=[CH:21][CH:20]=[CH:19][CH:18]=2)[C:14](=[O:23])[C:13]2[C:8](=[CH:9][C:10]([Cl:24])=[CH:11][CH:12]=2)[N:7]=1)[CH:3]([CH3:5])[CH3:4].C([O-])([O-])=O.[K+].[K+].Br[CH2:32][C:33](=[O:46])[CH2:34][N:35]1[C:39](=[O:40])[C:38]2=[CH:41][CH:42]=[CH:43][CH:44]=[C:37]2[C:36]1=[O:45]>CN(C=O)C>[C:36]1(=[O:45])[N:35]([CH2:34][C:33](=[O:46])[CH2:32][NH:1][C@@H:2]([C:6]2[N:15]([CH2:16][C:17]3[CH:18]=[CH:19][CH:20]=[CH:21][CH:22]=3)[C:14](=[O:23])[C:13]3[C:8](=[CH:9][C:10]([Cl:24])=[CH:11][CH:12]=3)[N:7]=2)[CH:3]([CH3:5])[CH3:4])[C:39](=[O:40])[C:38]2=[CH:41][CH:42]=[CH:43][CH:44]=[C:37]12 |f:1.2.3|. Product: C1(C=2C(C(N1CC(CN[C@H](C(C)C)C1=NC3=CC(=CC=C3C(N1CC1=CC=CC=C1)=O)Cl)=O)=O)=CC=CC2)=O (2-[(R)-1-(3-Phthalimido-2-oxo-propylamino)-2-methyl-propyl]-3-benzyl-7-chloro-3H-quinazolin-4-one). Solvent: CN(C)C=O (DMF). Reaction conditions: time 3 hour. Isolated yield 100.0%. Procedure details: Using the Oxone® procedure as described in section 1.5.1.7 for the synthesis of compound (I), 515 (0.841 g, 2.73 mmol) gives crude 7. The crude product is stirred with chloroform (50 mL) and the suspension is filtered. The pad is washed once with chloroform and air dried to give pure 7 (0.35 g) as a white solid. As a reaction SMILES: [OH:1]OS([O-])=O.[K+].[C:7]([O:10][C:11]1[CH:16]=[CH:15][C:14]([C:17](=[O:26])[NH:18][C:19]2[S:20][C:21]([S:24][CH3:25])=[CH:22][N:23]=2)=[CH:13][CH:12]=1)(=[O:9])[CH3:8]>C(Cl)(Cl)Cl>[C:7]([O:10][C:11]1[CH:12]=[CH:13][C:14]([C:17](=[O:26])[NH:18][C:19]2[S:20][C:21]([S:24]([CH3:25])=[O:1])=[CH:22][N:23]=2)=[CH:15][CH:16]=1)(=[O:9])[CH3:8] |f:0.1|. Solvent: C(Cl)(Cl)Cl (chloroform). The reactants are OOS(=O)[O-].[K+] (Oxone), compound ( I ), C(C)(=O)OC1=CC=C(C=C1)C(NC=1SC(=CN1)SC)=O (4-{[5-(methylsulfanyl)-1,3-thiazol-2-yl]carbamoyl}phenyl acetate), crude product. The product is C(C)(=O)OC1=CC=C(C=C1)C(NC=1SC(=CN1)S(=O)C)=O (4-{[5-(methylsulfinyl)-1,3-thiazol-2-yl]carbamoyl}phenyl acetate). The reactants are CCOC(=O)C(=CC1CCCC1)c1ccc(S(C)(=O)=O)c(Cl)c1, CCO, [K+], [OH-], O. Product: CS(=O)(=O)c1ccc(C(=CC2CCCC2)C(=O)O)cc1Cl. Reaction SMILES: [CH2:1]([CH3:2])[O:3][C:4]([C:5](=[CH:6][CH:7]1[CH2:8][CH2:9][CH2:10][CH2:11]1)[c:12]1[cH:13][c:14]([Cl:22])[c:15]([S:18](=[O:19])(=[O:20])[CH3:21])[cH:16][cH:17]1)=[O:23].[CH3:26][CH2:27][OH:28].[K+:25].[OH-:24].[OH2:29]>>[O:3]=[C:4]([C:5](=[CH:6][CH:7]1[CH2:8][CH2:9][CH2:10][CH2:11]1)[c:12]1[cH:13][c:14]([Cl:22])[c:15]([S:18](=[O:19])(=[O:20])[CH3:21])[cH:16][cH:17]1)[OH:23]. Starting materials: N1=CC=CC=C1 (pyridine), C(OCCCOC)(=O)Cl (3-methoxypropyl chlorocarbonate), O1CCCC1 (tetrahydrofuran). Run at time 2 hour. The product is Cl.C(OCCCOC)(OCCNC)=O (3-Methoxypropyl 2-(methylamino)ethyl Carbonate Hydrochloride). Reaction SMILES: [N:1]1[CH:6]=[CH:5]C=C[CH:2]=1.[C:7]([Cl:15])(=[O:14])[O:8][CH2:9][CH2:10][CH2:11][O:12][CH3:13].[O:16]1CCCC1>>[ClH:15].[C:7](=[O:14])([O:16][CH2:5][CH2:6][NH:1][CH3:2])[O:8][CH2:9][CH2:10][CH2:11][O:12][CH3:13] |f:3.4|. Procedure details: To a solution (50 mL) of bis(trichloromethyl)carbonate (4.45 g) in tetrahydrofuran was dropwise added N-ethyldiisopropylamine (5.75 mL) under ice-cooling. After stirring for a while, a solution (15 mL) of 3-methoxypropanol (2.70 g) obtained above in tetrahydrofuran was dropwise added. The mixture was stirred for 30 min. under ice-cooling and at room temperature for 1 day. After concentration of the reaction mixture under reduced pressure, diluted hydrochloric acid (50 mL) was added to the residu... The reactants are C=CCN(C(=O)OCc1ccccc1)c1cnc2n(c1=O)C(C(=O)Nc1ccccc1)CC2(C)CC(=O)OC(C)(C)C, C=CCN(C(=O)OCc1ccccc1)c1cnc2n(c1=O)C(C(=O)N(C(=O)OC(C)(C)C)c1ccccc1)CC2(C)N=[N+]=[N-]. Product: C=CCN(C(=O)OCc1ccccc1)c1cnc2n(c1=O)C(C(=O)N(C(=O)OC(C)(C)C)c1ccccc1)CC2(C)CC(=O)OC(C)(C)C. As a reaction SMILES: [C:45]([CH3:46])([CH3:47])([CH3:48])[O:49][C:50]([CH2:51][C:52]1([CH3:53])[c:54]2[n:55][cH:56][c:57]([N:58]([CH2:59][CH:60]=[CH2:61])[C:62]([O:63][CH2:64][c:65]3[cH:66][cH:67][cH:68][cH:69][cH:70]3)=[O:71])[c:72](=[O:73])[n:74]2[CH:75]([C:76](=[O:77])[NH:78][c:79]2[cH:80][cH:81][cH:82][cH:83][cH:84]2)[CH2:85]1)=[O:86].[CH2:1]([c:2]1[cH:3][cH:4][cH:5][cH:6][cH:7]1)[O:8][C:9]([N:10]([c:11]1[cH:12][n:13][c:14]2[n:15]([c:16]1=[O:17])[CH:18]([C:25](=[O:26])[N:27]([c:28]1[cH:29][cH:30][cH:31][cH:32][cH:33]1)[C:34](=[O:35])[O:36][C:37]([CH3:38])([CH3:39])[CH3:40])[CH2:19][C:20]2([CH3:21])[N:22]=[N+:23]=[N-:24])[CH2:41][CH:42]=[CH2:43])=[O:44]>>[CH2:1]([c:2]1[cH:3][cH:4][cH:5][cH:6][cH:7]1)[O:8][C:9]([N:10]([c:11]1[cH:12][n:13][c:14]2[n:15]([c:16]1=[O:17])[CH:18]([C:25](=[O:26])[N:27]([c:28]1[cH:29][cH:30][cH:31][cH:32][cH:33]1)[C:34](=[O:35])[O:36][C:37]([CH3:38])([CH3:39])[CH3:40])[CH2:19][C:20]2([CH3:21])[CH2:51][C:50]([O:49][C:45]([CH3:46])([CH3:47])[CH3:48])=[O:86])[CH2:41][CH:42]=[CH2:43])=[O:44]. The reactants are ClCCBr (1-chloro-2-bromoethane), CN1CS(C2=C1C=CC(=C2)CCNC)=O (3-methyl-6-(2-(N-methylamino)ethyl]benzothiazolinone), C([O-])([O-])=O.[K+].[K+] (potassium carbonate). Run in O1CCOCC1 (dioxane). Run at temperature 60 celsius, time 48 hour. Product: CN1CS(C2=C1C=CC(=C2)CCN(CCCl)C)=O (3 -methyl-6-{2-[N-methyl-N-(2-chloroethyl) amino]ethyl}benzothiazolinone). RXN SMILES: [CH3:1][N:2]1[C:6]2[CH:7]=[CH:8][C:9]([CH2:11][CH2:12][NH:13][CH3:14])=[CH:10][C:5]=2[S:4](=[O:15])[CH2:3]1.[Cl:16][CH2:17][CH2:18]Br.C(=O)([O-])[O-].[K+].[K+]>O1CCOCC1>[CH3:1][N:2]1[C:6]2[CH:7]=[CH:8][C:9]([CH2:11][CH2:12][N:13]([CH3:14])[CH2:18][CH2:17][Cl:16])=[CH:10][C:5]=2[S:4](=[O:15])[CH2:3]1 |f:2.3.4|. Procedure: In a ground-necked flask, 6 mmol of 3-methyl-6-(2-(N-methylamino)ethyl]benzothiazolinone are dissolved in 50 ml of dioxane, 20 mmol of 1-chloro-2-bromoethane and 20 mmol of potassium carbonate. The mixture is stirred for 48 hours at a temperature of 60° C. After cooling, the mixture is evaporated and the reaction medium is extracted with chloroform after adding water. After washing, drying and evaporation of the organic phase, 3 -methyl-6-{2-[N-methyl-N-(2-chloroethyl) amino]ethyl}benzothiazolin...